From a dataset of the Open Reaction Database (ORD), a public repository of structured organic reaction records. describe an organic reaction: reactants, conditions, products, and yield Reactants: CCCCCCCCN=C=S, Cl, Nc1cc(Cl)sc1S(N)(=O)=O. As a reaction SMILES: [CH2:13]([CH2:14][CH2:15][CH2:16][CH2:17][CH2:18][CH2:19][CH3:20])[N:21]=[C:22]=[S:23].[ClH:1].[NH2:2][c:3]1[c:4]([S:9](=[O:10])(=[O:11])[NH2:12])[s:5][c:6]([Cl:8])[cH:7]1>>[NH:2]1[c:3]2[c:4]([s:5][c:6]([Cl:8])[cH:7]2)[S:9](=[O:10])(=[O:11])[N:12]=[C:22]1[NH:21][CH2:13][CH2:14][CH2:15][CH2:16][CH2:17][CH2:18][CH2:19][CH3:20]. The product is CCCCCCCCNC1=NS(=O)(=O)c2sc(Cl)cc2N1. The reactants are CN1CCOCC1 (N-methylmorpholine), Cl.NCC(=O)NC(CC(=O)OC)C1=C(C=CC=C1)[N+](=O)[O-] (methyl 3-(2-aminoacetylamino)-3-(2-nitrophenyl)propionate hydrochloride), CC1=CC(=NC=C1)NCCCC(=O)O (4-(4-methylpyridin-2-ylamino)butyric acid), CN(C)C(=[N+](C)C)ON1C2=C(C=CC=C2)N=N1.[B-](F)(F)(F)F (TBTU), C=1C=CC2=C(C1)N=NN2O (HOBt). Run in CN(C)C=O (DMF). Conditions: time 8 hour. Product: CC1=CC(=NC=C1)NCCCC(=O)NCC(=O)NC(CC(=O)OC)C1=C(C=CC=C1)[N+](=O)[O-] (Methyl 3-{2-[4-(4-methylpyridin-2-ylamino)butyrylamino]acetylamino}-3-(2-nitrophenyl)propionate). RXN SMILES: Cl.[NH2:2][CH2:3][C:4]([NH:6][CH:7]([C:13]1[CH:18]=[CH:17][CH:16]=[CH:15][C:14]=1[N+:19]([O-:21])=[O:20])[CH2:8][C:9]([O:11][CH3:12])=[O:10])=[O:5].[CH3:22][C:23]1[CH:28]=[CH:27][N:26]=[C:25]([NH:29][CH2:30][CH2:31][CH2:32][C:33](O)=[O:34])[CH:24]=1.CN(C(ON1N=NC2C=CC=CC1=2)=[N+](C)C)C.[B-](F)(F)(F)F.C1C=CC2N(O)N=NC=2C=1.CN1CCOCC1>CN(C=O)C>[CH3:22][C:23]1[CH:28]=[CH:27][N:26]=[C:25]([NH:29][CH2:30][CH2:31][CH2:32][C:33]([NH:2][CH2:3][C:4]([NH:6][CH:7]([C:13]2[CH:18]=[CH:17][CH:16]=[CH:15][C:14]=2[N+:19]([O-:21])=[O:20])[CH2:8][C:9]([O:11][CH3:12])=[O:10])=[O:5])=[O:34])[CH:24]=1 |f:0.1,3.4|. Procedure details: 360 mg of methyl 3-(2-aminoacetylamino)-3-(2-nitrophenyl)propionate hydrochloride are dissolved in 35 ml of DMF, and 190 mg of 4-(4-methylpyridin-2-ylamino)butyric acid are added. After cooling the reaction mixture to 0°, 450 mg of TBTU and 63 mg of HOBt are added. It is neutralized with 0.15 ml of N-methylmorpholine and stirred at room temperature overnight. The solvent is distilled off, and the residue is mixed with 30 ml of ethyl acetate and washed with half-concentrated bicarbonate solution ... Starting materials: BrC1=CC=C(C=C1)C(CNC(=O)[C@H]1N(CC(C1)(F)F)C(=O)OC(C)(C)C)=O ((S)-tert-butyl 2-(2-(4-bromophenyl)-2-oxoethylcarbamoyl)-4,4-difluoropyrrolidine-1-carboxylate), C=1(C(=CC=CC1)C)C (xylene), C(C)(=O)O (acetic acid), C(C)(=O)O.N (ammonia acetate salt). Run in CCOC(=O)C (EtOAc). Conditions: temperature 140 celsius, time 4 hour. Product: BrC1=CC=C(C=C1)C1=CN=C(N1)[C@H]1N(CC(C1)(F)F)C(=O)OC(C)(C)C ((S)-tert-butyl 2-(5-(4-bromophenyl)-1H-imidazol-2-yl)-4,4-difluoropyrrolidine-1-carboxylate). The yield is 102.8%. RXN SMILES: [Br:1][C:2]1[CH:7]=[CH:6][C:5]([C:8](=O)[CH2:9][NH:10][C:11]([C@@H:13]2[CH2:17][C:16]([F:19])([F:18])[CH2:15][N:14]2[C:20]([O:22][C:23]([CH3:26])([CH3:25])[CH3:24])=[O:21])=O)=[CH:4][CH:3]=1.C(O)(=O)C.C(O)(=O)C.[NH3:36].C1(C)C(C)=CC=CC=1>CCOC(C)=O>[Br:1][C:2]1[CH:7]=[CH:6][C:5]([C:8]2[NH:36][C:11]([C@@H:13]3[CH2:17][C:16]([F:19])([F:18])[CH2:15][N:14]3[C:20]([O:22][C:23]([CH3:26])([CH3:25])[CH3:24])=[O:21])=[N:10][CH:9]=2)=[CH:4][CH:3]=1 |f:2.3|. Procedure details: In a 50 mL seal tube, (S)-tert-butyl 2-(2-(4-bromophenyl)-2-oxoethylcarbamoyl)-4,4-difluoropyrrolidine-1-carboxylate (1.8 g, 4.02 mmol) and acetic acid, ammonia acetate salt (1.55 g, 20.1 mmol) were combined with xylene (16 ml). The reaction mixture was heated to 140° C. and stirred for 4 hr. The reaction mixture was cooled and diluted with EtOAc (50 ml). It was washed with water and brine, dried with MgSO4, concentrated and purified on a silica gel column (CH2Cl2, 30%, 50%, 80% EtOAc/CH2Cl2) to...